This data is from the Open Reaction Database (ORD), a public repository of structured organic reaction records. The task is: describe an organic reaction: reactants, conditions, products, and yield Reactants: C(C=C)#N (acrylonitrile), C(COCCO)O (diethylene glycol), C(#N)CCOCCOC(C)O (cyanoethoxyethoxyethanol). The product is C(C=C)(=O)OCCOCCOCCC#N (Cyanoethoxyethoxyethyl Acrylate). RXN SMILES: [C:1]([CH2:3][CH2:4][O:5]CCOC(O)C)#N.[C:12](#[N:15])[CH:13]=[CH2:14].[CH2:16]([OH:22])[CH2:17][O:18][CH2:19][CH2:20][OH:21]>>[C:4]([O:22][CH2:16][CH2:17][O:18][CH2:19][CH2:20][O:21][CH2:14][CH2:13][C:12]#[N:15])(=[O:5])[CH:3]=[CH2:1]. Procedure: Following the procedures described in Example 1, cyanoethoxyethoxyethanol (bp 144°-151° C./2 mm Hg) is prepared from diethylene glycol and acrylonitrile, acrylation of which gives the desired product. The reactants are B, CC(C)[Si](OCc1cc(Br)c(C(=O)O[Si](C(C)C)(C(C)C)C(C)C)cc1Cl)(C(C)C)C(C)C, C1CCOC1, CSC, CO, O. Product: CC(C)[Si](OCc1cc(Br)c(CO)cc1Cl)(C(C)C)C(C)C. Reaction SMILES: [BH3:37].[Br:1][c:2]1[c:3]([C:4](=[O:5])[O:6][Si:7]([CH:8]([CH3:9])[CH3:10])([CH:11]([CH3:12])[CH3:13])[CH:14]([CH3:15])[CH3:16])[cH:17][c:18]([Cl:33])[c:19]([CH2:21][O:22][Si:23]([CH:24]([CH3:25])[CH3:26])([CH:27]([CH3:28])[CH3:29])[CH:30]([CH3:31])[CH3:32])[cH:20]1.[CH2:41]1[O:42][CH2:43][CH2:44][CH2:45]1.[CH3:34][S:35][CH3:36].[CH3:38][OH:39].[OH2:40]>>[Br:1][c:2]1[c:3]([CH2:4][OH:5])[cH:17][c:18]([Cl:33])[c:19]([CH2:21][O:22][Si:23]([CH:24]([CH3:25])[CH3:26])([CH:27]([CH3:28])[CH3:29])[CH:30]([CH3:31])[CH3:32])[cH:20]1. The reactants are CCN(Cc1ccccc1)c1ncnc2c(N3CCS(=O)CC3)nc(Cl)nc12, NCCO. Product: CCN(Cc1ccccc1)c1ncnc2c(N3CCS(=O)CC3)nc(NCCO)nc12. RXN SMILES: [CH2:1]([CH3:2])[N:3]([c:4]1[n:5][cH:6][n:7][c:8]2[c:9]1[n:10][c:11]([Cl:21])[n:12][c:13]2[N:14]1[CH2:15][CH2:16][S:17](=[O:20])[CH2:18][CH2:19]1)[CH2:22][c:23]1[cH:24][cH:25][cH:26][cH:27][cH:28]1.[OH:29][CH2:30][CH2:31][NH2:32]>>[CH2:1]([CH3:2])[N:3]([c:4]1[n:5][cH:6][n:7][c:8]2[c:9]1[n:10][c:11]([NH:32][CH2:31][CH2:30][OH:29])[n:12][c:13]2[N:14]1[CH2:15][CH2:16][S:17](=[O:20])[CH2:18][CH2:19]1)[CH2:22][c:23]1[cH:24][cH:25][cH:26][cH:27][cH:28]1. The reactants are C(C)OC(=O)C=1N=CN2C3=C(C(N(CC12)CC1=C(C=C(C=C1)OC)OC)=O)C=C(C=C3)C(C)C (5-(2,4-Dimethoxy-benzyl)-8-isopropyl-6-oxo-5,6-dihydro-4H-2,5,10b-triaza-benzo[e]azulene-3-carboxylic acid ethyl ester), FC(S(=O)(=O)O)(F)F (trifluoromethanesulfonic acid). The solvent is FC(C(=O)O)(F)F (trifluoroacetic acid), C(Cl)Cl (CH2Cl2). Run at time 2 hour. The product is C(C)OC(=O)C=1N=CN2C3=C(C(NCC12)=O)C=C(C=C3)C(C)C (8-Isopropyl-6-oxo-5,6-dihydro-4H-2,5,10b-triaza-benzo[e]azulene-3-carboxylic Acid Ethyl Ester). As a reaction SMILES: [CH2:1]([O:3][C:4]([C:6]1[N:7]=[CH:8][N:9]2[C:15]=1[CH2:14][N:13](CC1C=CC(OC)=CC=1OC)[C:12](=[O:27])[C:11]1[CH:28]=[C:29]([CH:32]([CH3:34])[CH3:33])[CH:30]=[CH:31][C:10]2=1)=[O:5])[CH3:2].FC(F)(F)S(O)(=O)=O>C(Cl)Cl.FC(F)(F)C(O)=O>[CH2:1]([O:3][C:4]([C:6]1[N:7]=[CH:8][N:9]2[C:15]=1[CH2:14][NH:13][C:12](=[O:27])[C:11]1[CH:28]=[C:29]([CH:32]([CH3:33])[CH3:34])[CH:30]=[CH:31][C:10]2=1)=[O:5])[CH3:2]. Procedure details: 5-(2,4-Dimethoxy-benzyl)-8-isopropyl-6-oxo-5,6-dihydro-4H-2,5,10b-triaza-benzo[e]azulene-3-carboxylic acid ethyl ester (410 mg, 0.9 mmol) was suspended in CH2Cl2 (3.0 mL), cooled in ice, and diluted slowly with trifluoroacetic acid (2.0 mL). The resulting solution was treated at 5° C. with trifluoromethanesulfonic acid (1.0 mL, 1.3 mmol). The red solution was stirred at room temperature for 2 h. The mixture was then evaporated and dissolved in CH2Cl2 (20 mL), washed with sodium hydrogen carbonat... The reactants are NN1C(N(C(C=C1C(F)(F)F)=O)C1=CC(=C(C=C1)Cl)C(OCC)OCC)=O (1-amino-3-(4-chloro-3-diethoxymethyl-phenyl)-2,4-dioxo-6-trifluoromethyl-1,2,3,4-tetrahydropyrimidine), C(C(C)S)S (1,2-propanedithiol). The reagents and catalysts are C1(=CC=C(C=C1)S(=O)(=O)O)C (p-toluenesulfonic acid). The solvent is C1(=CC=CC=C1)C (toluene). Yields the product NN1C(N(C(C=C1C(F)(F)F)=O)C1=CC(=C(C=C1)Cl)C1SCC(S1)C)=O (1-Amino-3-[4-chloro-3-(4-methyl-1,3-dithiolan-2-yl)phenyl]-2,4-dioxo-6-trifluoromethyl-1,2,3,4-tetrahydropyrimidine). Isolated yield 81.2%. As a reaction SMILES: [NH2:1][N:2]1[C:7]([C:8]([F:11])([F:10])[F:9])=[CH:6][C:5](=[O:12])[N:4]([C:13]2[CH:18]=[CH:17][C:16]([Cl:19])=[C:15]([CH:20](OCC)OCC)[CH:14]=2)[C:3]1=[O:27].[CH2:28]([SH:32])[CH:29]([SH:31])[CH3:30]>C1(C)C=CC(S(O)(=O)=O)=CC=1.C1(C)C=CC=CC=1>[NH2:1][N:2]1[C:7]([C:8]([F:9])([F:10])[F:11])=[CH:6][C:5](=[O:12])[N:4]([C:13]2[CH:18]=[CH:17][C:16]([Cl:19])=[C:15]([CH:20]3[S:31][CH:29]([CH3:30])[CH2:28][S:32]3)[CH:14]=2)[C:3]1=[O:27]. Reported procedure: 2.5 g (6.1 mmol) of 1-amino-3-(4-chloro-3-diethoxymethyl-phenyl)-2,4-dioxo-6-trifluoromethyl-1,2,3,4-tetrahydropyrimidine, 2.0 g (18 mmol) of 1,2-propanedithiol and 50 mg of p-toluenesulfonic acid were refluxed in 100 mi of anhydrous toluene for six hours. After cooling, the mixture was washed with 10% strength sodium hydrogen carbonate solution and water, dried over sodium sulfate, concentrated and dried for 48 hours at reduced pressure. 2.1 g (80%) of a colorless oil were thus obtained, which ... Starting materials: ClC=1C=CC(=C(C1)C1=CC(N(C=C1F)C(C(=O)O)C)=O)C#N (2-[4-(5-chloro-2-cyanophenyl)-5-fluoro-2-oxopyridin-1(2H)-yl]propanoic acid), NC1=CC=C(C(=O)OC(C)(C)C)C=C1 (tert-butyl 4-aminobenzoate). Yields the product ClC=1C=CC(=C(C1)C1=CC(N(C=C1F)C(C(=O)NC1=CC=C(C(=O)OC(C)(C)C)C=C1)C)=O)C#N (tert-Butyl 4-({2-[4-(5-chloro-2-cyanophenyl)-5-fluoro-2-oxopyridin-1(2H)-yl]propanoyl}amino)benzoate). As a reaction SMILES: [Cl:1][C:2]1[CH:3]=[CH:4][C:5]([C:21]#[N:22])=[C:6]([C:8]2[C:13]([F:14])=[CH:12][N:11]([CH:15]([CH3:19])[C:16](O)=[O:17])[C:10](=[O:20])[CH:9]=2)[CH:7]=1.[NH2:23][C:24]1[CH:36]=[CH:35][C:27]([C:28]([O:30][C:31]([CH3:34])([CH3:33])[CH3:32])=[O:29])=[CH:26][CH:25]=1>>[Cl:1][C:2]1[CH:3]=[CH:4][C:5]([C:21]#[N:22])=[C:6]([C:8]2[C:13]([F:14])=[CH:12][N:11]([CH:15]([CH3:19])[C:16]([NH:23][C:24]3[CH:36]=[CH:35][C:27]([C:28]([O:30][C:31]([CH3:32])([CH3:33])[CH3:34])=[O:29])=[CH:26][CH:25]=3)=[O:17])[C:10](=[O:20])[CH:9]=2)[CH:7]=1. Procedure details: 54 mg (purity 90%, 0.15 mmol) of 2-[4-(5-chloro-2-cyanophenyl)-5-fluoro-2-oxopyridin-1(2H)-yl]propanoic acid (racemate) and 1.1 eq. of tert-butyl 4-aminobenzoate were reacted according to General Method 5A. Yield: 51 mg (67% of theory) The reactants are ice, FC=1C=C(C=O)C=CC1S(=O)(=O)C (3-fluoro-4-methanesulfonyl-benzaldehyde), Cl (HCl), [BH4-].[Na+] (sodium borohydride). The solvent is C(C)O (ethanol). Reaction conditions: time 4 hour. The product is FC=1C=C(C=CC1S(=O)(=O)C)CO ((3-Fluoro-4-methanesulfonyl-phenyl)-methanol). Reaction SMILES: [F:1][C:2]1[CH:3]=[C:4]([CH:7]=[CH:8][C:9]=1[S:10]([CH3:13])(=[O:12])=[O:11])[CH:5]=[O:6].[BH4-].[Na+].Cl>C(O)C>[F:1][C:2]1[CH:3]=[C:4]([CH2:5][OH:6])[CH:7]=[CH:8][C:9]=1[S:10]([CH3:13])(=[O:11])=[O:12] |f:1.2|. Procedure details: To an ice-cooled suspension of 3-fluoro-4-methanesulfonyl-benzaldehyde (1.3 g, 6.44 mmol) in ethanol (5 ml) under an inert atmosphere of Argon is added sodium borohydride (0.275 g, 7.27 mmol) portionwise over 2-3 minutes. After stirring for 4 hours, the reaction mixture is poured carefully onto ice-cold water and acidified to pH 1 using 1M HCl. The product is extracted into ethyl acetate (80 ml) and this organic portion is washed with brine, dried over MgSO4 and the solvent is removed in vacuo t... Starting materials: C(C)(C)(CC)C1=CC=C(C=C1)CC(C=O)C (3-(p-tert.-amyl-phenyl)-2-methyl-propionaldehyde), Cl (hydrochloric acid), N1CCCCC1 (piperidine), C1(=CC=CC=C1)C (toluene). Run in C(=O)O (formic acid), O (water), O (water). Conditions: temperature 75 celsius. Yields the product C(C)(C)(CC)C1=CC=C(C=C1)CC(CN1CCCCC1)C (1-[3-(p-tert.-amyl-phenyl)-2-methyl-propyl]-piperidine). RXN SMILES: [C:1]([C:6]1[CH:11]=[CH:10][C:9]([CH2:12][CH:13]([CH3:16])[CH:14]=O)=[CH:8][CH:7]=1)([CH2:4][CH3:5])([CH3:3])[CH3:2].[NH:17]1[CH2:22][CH2:21][CH2:20][CH2:19][CH2:18]1.C1(C)C=CC=CC=1.Cl>C(O)=O.O>[C:1]([C:6]1[CH:11]=[CH:10][C:9]([CH2:12][CH:13]([CH3:16])[CH2:14][N:17]2[CH2:22][CH2:21][CH2:20][CH2:19][CH2:18]2)=[CH:8][CH:7]=1)([CH2:4][CH3:5])([CH3:3])[CH3:2]. Reported procedure: 21.8 G. of 3-(p-tert.-amyl-phenyl)-2-methyl-propionaldehyde and 11.3 g. of piperidine are heated at reflux in 15 ml. of toluene in a water-separator under nitrogen gasification until the water-cleavage has been completed (6 hours). Subsequently, there are added dropwise at room temperature with stirring 6.9 g. of formic acid, the temperature rising to 36°-40° C. Then, the mixture is heated to 75° C. for 2 hours, 50 Ml. of 2 N hydrochloric acid are added to the cooled solution. The toluene soluti... As a reaction SMILES: [Br:17][c:18]1[cH:19][c:20]([CH:21]=[O:22])[cH:23][cH:24][cH:25]1.[CH3:1][CH2:2][O:3][C:4](=[O:5])[CH2:6][P:7]([O:8][CH2:9][CH3:10])([O:11][CH2:12][CH3:13])=[O:14].[H-:15].[Na+:16].[O:26]1[CH2:27][CH2:28][CH2:29][CH2:30]1>>[CH3:1][CH2:2][O:3][C:4](=[O:5])[CH:6]=[CH:21][c:20]1[cH:19][c:18]([Br:17])[cH:25][cH:24][cH:23]1. The reactants are O=Cc1cccc(Br)c1, CCOC(=O)CP(=O)(OCC)OCC, [H-], [Na+], C1CCOC1. Product: CCOC(=O)C=Cc1cccc(Br)c1. Starting materials: ClC1=CC=C2C(=CC=NC2=C1)NC1=CC=C(C(=O)N2CCNCC2)C=C1 (4-[4-[[7-(chloro)-4-quinolinyl]amino]benzoyl]piperazine), ClC=1C=C(C=CC1)N=C=O (m-chlorophenyl isocyanate). Product: ClC=1C=C(C=CC1)NC(=O)N1CCN(CC1)C(C1=CC=C(C=C1)NC1=CC=NC2=CC(=CC=C12)Cl)=O (1-[[(3-chlorophenyl)amino]carbonyl]-4-[4-[[(7-chloro)-4-quinolinyl]amino]benzoyl]piperazine). Reaction SMILES: [Cl:1][C:2]1[CH:11]=[C:10]2[C:5]([C:6]([NH:12][C:13]3[CH:26]=[CH:25][C:16]([C:17]([N:19]4[CH2:24][CH2:23][NH:22][CH2:21][CH2:20]4)=[O:18])=[CH:15][CH:14]=3)=[CH:7][CH:8]=[N:9]2)=[CH:4][CH:3]=1.[Cl:27][C:28]1[CH:29]=[C:30]([N:34]=[C:35]=[O:36])[CH:31]=[CH:32][CH:33]=1>>[Cl:27][C:28]1[CH:29]=[C:30]([NH:34][C:35]([N:22]2[CH2:21][CH2:20][N:19]([C:17](=[O:18])[C:16]3[CH:25]=[CH:26][C:13]([NH:12][C:6]4[C:5]5[C:10](=[CH:11][C:2]([Cl:1])=[CH:3][CH:4]=5)[N:9]=[CH:8][CH:7]=4)=[CH:14][CH:15]=3)[CH2:24][CH2:23]2)=[O:36])[CH:31]=[CH:32][CH:33]=1. Procedure: In the manner given in Example 23, 4-[4-[[7-(chloro)-4-quinolinyl]amino]benzoyl]piperazine is reacted with m-chlorophenyl isocyanate to give 1-[[(3-chlorophenyl)amino]carbonyl]-4-[4-[[(7-chloro)-4-quinolinyl]amino]benzoyl]piperazine.